From a dataset of the Open Reaction Database (ORD), a public repository of structured organic reaction records. describe an organic reaction: reactants, conditions, products, and yield Starting materials: C1(=CC=CC2=CC=CC=C12)CCN1CCC(CC1)NC(C1=CC=CC=C1)=O (1-[2-(1-Naphthyl)ethyl]-4-benzamidopiperidine), BrCCC1=CC2=CC=CC=C2C=C1 (2-(2-bromoethyl)-naphthalene). Yields the product C1=C(C=CC2=CC=CC=C12)CCN1CCC(CC1)NC(C1=CC=CC=C1)=O (1-[2-(2-Naphthyl)ethyl]-4-benzamidopiperidine). As a reaction SMILES: [C:1]1([CH2:11][CH2:12][N:13]2[CH2:18][CH2:17][CH:16]([NH:19][C:20](=[O:27])[C:21]3[CH:26]=[CH:25][CH:24]=[CH:23][CH:22]=3)[CH2:15][CH2:14]2)[C:10]2[C:5](=[CH:6][CH:7]=[CH:8][CH:9]=2)[CH:4]=[CH:3][CH:2]=1.BrCCC1C=CC2C(=CC=CC=2)C=1>>[CH:10]1[C:5]2[C:4](=[CH:9][CH:8]=[CH:7][CH:6]=2)[CH:3]=[CH:2][C:1]=1[CH2:11][CH2:12][N:13]1[CH2:18][CH2:17][CH:16]([NH:19][C:20](=[O:27])[C:21]2[CH:26]=[CH:25][CH:24]=[CH:23][CH:22]=2)[CH2:15][CH2:14]1. Procedure details: Prepared in a similar manner to the compound of Example 12 but using 2-(2-bromoethyl)-naphthalene in place of the 1-isomer. The product (m.p. 190°-3° C.) was crystallised from isopropanol. (Found: C, 80.5; H, 7.5; N, 7.7. C24H26N2O requires C, 80.4; H, 7.3; N, 7.8%). Reactants: Example 3 ( ii ), C(C)OC(CC(C1=CC=C(C=C1)C#N)=O)=O.C(#N)C1=CC=C(C(=O)C(C(=O)OCC)C2C3=CC=CC=C3SC=3C=CC=CC23)C=C1 (Ethyl 2-(4-cyanobenzoyl)-2-(9H-thioxanthen-9-yl)acetate Ethyl-4-cyanobenzoyl acetate), OC1C2=CC=CC=C2SC=2C=CC=CC12 (9-hydroxy thioxanthene), C(C)O (ethanol). Run in C(C)(=O)O (acetic acid). The product is C(#N)C1=CC=C(C(=O)C(C(=O)OCC)C2C3=CC=CC=C3SC=3C=CC=CC23)C=C1 (ethyl 2-(4-cyanobenzoyl)-2-(9H-thioxanthen-9-yl)acetate). RXN SMILES: C(OC(=O)CC(=O)C1C=CC(C#N)=CC=1)C.[C:17]([C:19]1[CH:46]=[CH:45][C:22]([C:23]([CH:25]([CH:31]2[C:44]3[CH:43]=[CH:42][CH:41]=[CH:40][C:39]=3[S:38][C:37]3[C:32]2=[CH:33][CH:34]=[CH:35][CH:36]=3)[C:26]([O:28][CH2:29][CH3:30])=[O:27])=[O:24])=[CH:21][CH:20]=1)#[N:18].OC1C2C=CC=CC=2SC2C1=CC=CC=2.C(O)C>C(O)(=O)C>[C:17]([C:19]1[CH:20]=[CH:21][C:22]([C:23]([CH:25]([CH:31]2[C:32]3[CH:33]=[CH:34][CH:35]=[CH:36][C:37]=3[S:38][C:39]3[C:44]2=[CH:43][CH:42]=[CH:41][CH:40]=3)[C:26]([O:28][CH2:29][CH3:30])=[O:27])=[O:24])=[CH:45][CH:46]=1)#[N:18] |f:0.1|. Procedure details: Ethyl 2-(4-cyanobenzoyl)-2-(9H-thioxanthen-9-yl)acetate Ethyl-4-cyanobenzoyl acetate (6 g, 28 mmol) and 9-hydroxy thioxanthene (6.6 g, 31 mmol) were mixed in acetic acid (50 ml) and ethanol (50 ml) using the procedure described in Example 3 (ii) to give ethyl 2-(4-cyanobenzoyl)-2-(9H-thioxanthen-9-yl)acetate as a pale yellow solid.